This data is from the Open Reaction Database (ORD), a public repository of structured organic reaction records. The task is: describe an organic reaction: reactants, conditions, products, and yield Reactants: OCCCCCCCCCCCCCCCC(=O)OCOC(CCCCCCCCCCCCCCCO)=O (methylene bis(16-hydroxyhexadecanoate)), C(CCCCCCCCCCCCCCC)(=O)Cl (palmitoyl chloride). Run in C(C)OCC (diethyl ether). Yields the product C(CCCCCCCCCCCCCCC)(=O)OCCCCCCCCCCCCCCCC(=O)OCOC(CCCCCCCCCCCCCCCOC(CCCCCCCCCCCCCCC)=O)=O (Methylene bis(16-hexadecanoyloxyhexadecanoate)). Isolated yield 88.0%. As a reaction SMILES: [OH:1][CH2:2][CH2:3][CH2:4][CH2:5][CH2:6][CH2:7][CH2:8][CH2:9][CH2:10][CH2:11][CH2:12][CH2:13][CH2:14][CH2:15][CH2:16][C:17]([O:19][CH2:20][O:21][C:22](=[O:39])[CH2:23][CH2:24][CH2:25][CH2:26][CH2:27][CH2:28][CH2:29][CH2:30][CH2:31][CH2:32][CH2:33][CH2:34][CH2:35][CH2:36][CH2:37][OH:38])=[O:18].[C:40](Cl)(=[O:56])[CH2:41][CH2:42][CH2:43][CH2:44][CH2:45][CH2:46][CH2:47][CH2:48][CH2:49][CH2:50][CH2:51][CH2:52][CH2:53][CH2:54][CH3:55]>C(OCC)C>[C:40]([O:1][CH2:2][CH2:3][CH2:4][CH2:5][CH2:6][CH2:7][CH2:8][CH2:9][CH2:10][CH2:11][CH2:12][CH2:13][CH2:14][CH2:15][CH2:16][C:17]([O:19][CH2:20][O:21][C:22](=[O:39])[CH2:23][CH2:24][CH2:25][CH2:26][CH2:27][CH2:28][CH2:29][CH2:30][CH2:31][CH2:32][CH2:33][CH2:34][CH2:35][CH2:36][CH2:37][O:38][C:2](=[O:1])[CH2:3][CH2:4][CH2:5][CH2:6][CH2:7][CH2:8][CH2:9][CH2:10][CH2:11][CH2:12][CH2:13][CH2:14][CH2:15][CH2:16][CH3:17])=[O:18])(=[O:56])[CH2:41][CH2:42][CH2:43][CH2:44][CH2:45][CH2:46][CH2:47][CH2:48][CH2:49][CH2:50][CH2:51][CH2:52][CH2:53][CH2:54][CH3:55]. Procedure: A mixture of methylene bis(16-hydroxyhexadecanoate) (1.0 mmol) and palmitoyl chloride (7.0 mmol) was refluxed in diethyl ether (10 ml) for 24 hours before the solvent was evaporated. The residual material was purified on a silica gel flash column eluting first with hexane/chloroform (2:1) and then with chloroform. Yield 88%, white solid. 1H NMR (CDCl3): δ 0.88 (6 H, t, J 6.7 Hz), 1.2-1.4 (92 H, m), 1.5-1.7 (12 H, m), 2.28 (4 H, t, J 7.5 Hz), 2.35 (4 H, t, J 7.6 Hz), 4.05 (4 H, t, J 6.7 Hz), 5.75... Reactants: C1(CC1)N1C=C(C(C2=C(C(=C(C=C12)F)F)F)=O)C(=O)OCC (ethyl 1-cyclopropyl-5,6,7-trifluoro-1,4-dihydro-4-oxoquinoline-3-carboxylate), C(C1=CC=CC=C1)N (benzylamine), ClC=C(Cl)Cl (trichloroethylene), Cl (hydrochloric acid). Run in O (Water). Yields the product C(C1=CC=CC=C1)NC1=C2C(C(=CN(C2=CC(=C1F)F)C1CC1)C(=O)OCC)=O (ethyl 5-benzylamino-1-cyclopropyl-6,7-difluoro-1,4-dihydro-4-oxoquinoline-3-carboxlate). As a reaction SMILES: [CH:1]1([N:4]2[C:13]3[C:8](=[C:9](F)[C:10]([F:15])=[C:11]([F:14])[CH:12]=3)[C:7](=[O:17])[C:6]([C:18]([O:20][CH2:21][CH3:22])=[O:19])=[CH:5]2)[CH2:3][CH2:2]1.[CH2:23]([NH2:30])[C:24]1[CH:29]=[CH:28][CH:27]=[CH:26][CH:25]=1.ClC=C(Cl)Cl.Cl>O>[CH2:23]([NH:30][C:9]1[C:10]([F:15])=[C:11]([F:14])[CH:12]=[C:13]2[C:8]=1[C:7](=[O:17])[C:6]([C:18]([O:20][CH2:21][CH3:22])=[O:19])=[CH:5][N:4]2[CH:1]1[CH2:3][CH2:2]1)[C:24]1[CH:29]=[CH:28][CH:27]=[CH:26][CH:25]=1. Reported procedure: A mixture of 2.57 g of ethyl 1-cyclopropyl-5,6,7-trifluoro-1,4-dihydro-4-oxoquinoline-3-carboxylate, 1.8 ml of benzylamine and 180 ml of trichloroethylene was heated under reflux for 3 hours and 40 minutes. Water and 10% hydrochloric acid were added to the reaction mixture to render the aqueous layer acidic. The trichloroethylene layer was separated and dried over anhydrous sodium sulfate. The solvent was evaporated under reduced pressure, and the residue was separated and purified by silica gel... Starting materials: ClC(C(=O)OC)C(=O)C (methyl 2-chloroacetoacetate), C(#N)C1=CC=C(C(=S)N)C=C1 (4-cyanothiobenzamide). The solvent is CO (MeOH). Reaction conditions: temperature 0 celsius. Product: C(#N)C1=CC=C(C=C1)C=1SC(=C(N1)C)C(=O)OC (methyl 2-(4-cyanophenyl)-4-methylthiazole-5-carboxylate). Yield: 55.7%. As a reaction SMILES: Cl[CH:2]([C:7]([CH3:9])=O)[C:3]([O:5][CH3:6])=[O:4].[C:10]([C:12]1[CH:20]=[CH:19][C:15]([C:16]([NH2:18])=[S:17])=[CH:14][CH:13]=1)#[N:11]>CO>[C:10]([C:12]1[CH:13]=[CH:14][C:15]([C:16]2[S:17][C:2]([C:3]([O:5][CH3:6])=[O:4])=[C:7]([CH3:9])[N:18]=2)=[CH:19][CH:20]=1)#[N:11]. Procedure details: A suspension of methyl 2-chloroacetoacetate (30 g, 0.19 mol) and 4-cyanothiobenzamide (21.5 g, 0.13 mol) in MeOH (250 mL) was refluxed for 15 h. The reaction mixture was then cooled to 0° C., filtered after 20 h and washed with cooled (-20° C.) MeOH and with ether. The resulting off-white solid was dried to give methyl 2-(4-cyanophenyl)-4-methylthiazole-5-carboxylate (18.7 g, 55%). If desired, additional product may be recovered by flash chromatography of the washings: mp 186°-187° C.; 1H NMR (3... Reactants: Cl.N[C@@H](C(=O)N(CC1=CC=C(C=C1)C1=C(C=CC=C1)C1=NN=NN1)C1=CC=CC=C1)CC ((R)-2-amino-N-phenyl-N-[[2'-(1H-tetrazol-5-yl)[1,1'-biphenyl]-4-yl]methyl]butanamide, hydrochloride), C(C)(C)(C)OC(=O)NC(CC(=O)O)(C)C (3-t-butoxycarbonylamino-3-methylbutanoic acid), N-hydroxysuccinimide ester. Product: C(C)(C)(C)OC(=O)NC(CC(=O)N[C@@H](C(=O)N(CC1=CC=C(C=C1)C1=C(C=CC=C1)C1=NN=NN1)C1=CC=CC=C1)CC)(C)C ((R)-2-[(3-t-Butoxycarbonylamino-3-methyl-1-oxobutyl)amino]-N-phenyl-N-[[2'-(1H-tetrazol-5-yl)[1,1'-biphenyl]-4yl]methyl]butanamide). RXN SMILES: Cl.[NH2:2][C@H:3]([CH2:31][CH3:32])[C:4]([N:6]([C:25]1[CH:30]=[CH:29][CH:28]=[CH:27][CH:26]=1)[CH2:7][C:8]1[CH:13]=[CH:12][C:11]([C:14]2[CH:19]=[CH:18][CH:17]=[CH:16][C:15]=2[C:20]2[NH:24][N:23]=[N:22][N:21]=2)=[CH:10][CH:9]=1)=[O:5].[C:33]([O:37][C:38]([NH:40][C:41]([CH3:47])([CH3:46])[CH2:42][C:43](O)=[O:44])=[O:39])([CH3:36])([CH3:35])[CH3:34]>>[C:33]([O:37][C:38]([NH:40][C:41]([CH3:47])([CH3:46])[CH2:42][C:43]([NH:2][C@H:3]([CH2:31][CH3:32])[C:4]([N:6]([C:25]1[CH:26]=[CH:27][CH:28]=[CH:29][CH:30]=1)[CH2:7][C:8]1[CH:9]=[CH:10][C:11]([C:14]2[CH:19]=[CH:18][CH:17]=[CH:16][C:15]=2[C:20]2[NH:24][N:23]=[N:22][N:21]=2)=[CH:12][CH:13]=1)=[O:5])=[O:44])=[O:39])([CH3:36])([CH3:35])[CH3:34] |f:0.1|. Procedure details: Prepared as in Example 1, Step N from (R)-2-amino-N-phenyl-N-[[2'-(1H-tetrazol-5-yl)[1,1'-biphenyl]-4-yl]methyl]butanamide, hydrochloride and 3-t-butoxycarbonylamino-3-methylbutanoic acid, N-hydroxysuccinimide ester. The reactants are [BH4-], CO, Cc1noc(C)c1CN1C(=O)c2ccccc2C1=O, [Na+]. The product is Cc1noc(C)c1CN1C(=O)c2ccccc2C1O. RXN SMILES: [BH4-:1].[CH3:22][OH:23].[CH3:3][c:4]1[n:5][o:6][c:7]([CH3:21])[c:8]1[CH2:9][N:10]1[C:11](=[O:20])[c:12]2[cH:13][cH:14][cH:15][cH:16][c:17]2[C:18]1=[O:19].[Na+:2]>>[CH3:3][c:4]1[n:5][o:6][c:7]([CH3:21])[c:8]1[CH2:9][N:10]1[C:11](=[O:20])[c:12]2[cH:13][cH:14][cH:15][cH:16][c:17]2[CH:18]1[OH:19]. Reactants: stainless steel, CC(C(C)=O)=CCC1C(C(=CC1)C)(C)C (3-methyl-5-(2,2,3-trimethylcyclopent-3-en-1-yl)pent-3-en-2-one), [OH-].[K+] (potassium hydroxide), [H][H] (hydrogen), [H][H] (hydrogen). The reagents and catalysts are [Cr](=O)([O-])[O-].[Cu+2] (copper chromite). Run in C(C)(CC)O (sec.-butyl alcohol). The product is CC(C(C)O)CCC1C(C(=CC1)C)(C)C (3-methyl-5-(2,2,3-trimethylcyclopent-3-en-1-yl)pentan-2-ol). RXN SMILES: [CH3:1][C:2](=[CH:6][CH2:7][CH:8]1[CH2:12][CH:11]=[C:10]([CH3:13])[C:9]1([CH3:15])[CH3:14])[C:3](=[O:5])[CH3:4].[OH-].[K+].[H][H]>[Cr]([O-])([O-])=O.[Cu+2].C(O)(CC)C>[CH3:1][CH:2]([CH2:6][CH2:7][CH:8]1[CH2:12][CH:11]=[C:10]([CH3:13])[C:9]1([CH3:15])[CH3:14])[CH:3]([OH:5])[CH3:4] |f:1.2,4.5|. Reported procedure: Into a one-liter stainless steel autoclave was charged 350 g (1.7 moles) of 3-methyl-5-(2,2,3-trimethylcyclopent-3-en-1-yl)pent-3-en-2-one, 26.3 g (7.5 wgt-%) of copper chromite, 0.1 g (0.03 wgt-%) of potassium hydroxide and 250 ml of sec.-butyl alcohol. The mixture was stirred and heated to 160° C under 300 psi hydrogen pressure and was hydrogenated until the hydrogen uptake ceased. The mixture was cooled to ambient temperature. The autoclave was vented and then the reaction mixture removed and... Reagents/catalysts: [Pd] (palladium), [Rh] (Rhodium on carbon). Reactants: C(#N)C1(CCCCC1)CC(=O)O (1-cyanocyclohexane acetic acid). Reaction SMILES: [C:1]([C:3]1([CH2:9][C:10]([OH:12])=[O:11])[CH2:8][CH2:7][CH2:6][CH2:5][CH2:4]1)#[N:2]>CO.[Rh].[Pd]>[CH2:6]1[CH2:5][CH2:4][C:3]([CH2:1][NH2:2])([CH2:9][C:10]([OH:12])=[O:11])[CH2:8][CH2:7]1. Run at time 24 hour. Procedure details: In U.S. Pat. Nos. 5,132,451, 5,319,135 & 6,294,690, 1-cyanocyclohexane acetic acid was hydrogenated in methanol at room temperature for 2 hours, using 15% Rhodium on carbon catalyst containing 1% palladium. The mixture was filtered and the filtrate concentrated. Addition of isopropanol and stirring at 0-5 deg for 24 hrs gave gabapentin. In EP Patent no 414262B1,1-cyano cyclohexene acetic acid was hydrogenated on Raney nickel to produce Gabapentin. Solvent: CO (methanol). The product is C1CCC(CC1)(CC(=O)O)CN (gabapentin).